Dataset: the Open Reaction Database (ORD), a public repository of structured organic reaction records. Task: describe an organic reaction: reactants, conditions, products, and yield RXN SMILES: [CH:1]([C:4]1[C:5](=[O:20])[NH:6][C:7](=[O:19])[NH:8][C:9]=1[S:10][C:11]1[CH:16]=[C:15]([CH3:17])[CH:14]=[C:13]([CH3:18])[CH:12]=1)([CH3:3])[CH3:2].[CH:21]1([CH2:26][CH2:27]Br)[CH2:25][CH2:24][CH:23]=[CH:22]1>>[CH:21]1([CH2:26][CH2:27][N:8]2[C:9]([S:10][C:11]3[CH:12]=[C:13]([CH3:18])[CH:14]=[C:15]([CH3:17])[CH:16]=3)=[C:4]([CH:1]([CH3:3])[CH3:2])[C:5](=[O:20])[NH:6][C:7]2=[O:19])[CH2:25][CH2:24][CH:23]=[CH:22]1. Procedure: 5-Isopropyl-6-(3,5-dimethylphenylthio)-2,4-pyrimidinedione and 2-(cyclopent-2-en-1-yl)ethyl bromide were reacted by the same method with example 40 to obtain the titled compound (98 mg). The reactants are C(C)(C)C=1C(NC(NC1SC1=CC(=CC(=C1)C)C)=O)=O (5-Isopropyl-6-(3,5-dimethylphenylthio)-2,4-pyrimidinedione), C1(C=CCC1)CCBr (2-(cyclopent-2-en-1-yl)ethyl bromide). Yield: 25.5%. The product is C1(C=CCC1)CCN1C(NC(C(=C1SC1=CC(=CC(=C1)C)C)C(C)C)=O)=O (1-[2-(Cyclopent-2-en-1-yl)ethyl]-5-isopropyl-6-(3,5-dimethylphenylthio)-2,4-pyrimidinedione). Reactants: FC=1C=C(OC2=C(C(=O)O)C=CC=C2)C=CC1 (2-(3-Fluorophenoxy)benzoic acid), OS(=O)(=O)O (H2SO4), C(C)O (ethanol). Product: FC=1C=C(OC2=C(C(=O)OCC)C=CC=C2)C=CC1 (Ethyl 2-(3-Fluorophenoxy)benzoate). Reaction SMILES: [F:1][C:2]1[CH:3]=[C:4]([CH:15]=[CH:16][CH:17]=1)[O:5][C:6]1[CH:14]=[CH:13][CH:12]=[CH:11][C:7]=1[C:8]([OH:10])=[O:9].OS(O)(=O)=O.[CH2:23](O)[CH3:24]>>[F:1][C:2]1[CH:3]=[C:4]([CH:15]=[CH:16][CH:17]=1)[O:5][C:6]1[CH:14]=[CH:13][CH:12]=[CH:11][C:7]=1[C:8]([O:10][CH2:23][CH3:24])=[O:9]. Reported procedure: 2-(3-Fluorophenoxy)benzoic acid (10 g.) and 100 ml of ethanol containing 1 ml. of concentrated H2SO4 were heated at reflux through molecular sieves overnight. The solvent was evaporated, and the residue poured into 50 ml. of 7% NaHCO3. The resulting ester was extracted with ether. ##STR10## The reactants are [N+](=O)([O-])C=1C(=C(C=C(C1)C)C1=CC=C(O1)C(=O)O)OC (5-(3-nitro-2-methoxy-5-methyl-phenyl)-furan-2-carboxylic acid), C(=O)[O-].[NH4+] (ammonium formate). The reagents and catalysts are [Pd] (palladium on carbon). The solvent is C(C)(=O)OCC (ethyl acetate). Yields the product NC=1C(=C(C=C(C1)C)C1=CC=C(O1)C(=O)O)OC (5-(3-amino-2-methoxy-5-methyl-phenyl)-furan-2-carboxylic acid). Isolated yield 97.3%. As a reaction SMILES: [N+:1]([C:4]1[C:5]([O:19][CH3:20])=[C:6]([C:11]2[O:15][C:14]([C:16]([OH:18])=[O:17])=[CH:13][CH:12]=2)[CH:7]=[C:8]([CH3:10])[CH:9]=1)([O-])=O.C([O-])=O.[NH4+]>C(OCC)(=O)C.[Pd]>[NH2:1][C:4]1[C:5]([O:19][CH3:20])=[C:6]([C:11]2[O:15][C:14]([C:16]([OH:18])=[O:17])=[CH:13][CH:12]=2)[CH:7]=[C:8]([CH3:10])[CH:9]=1 |f:1.2|. Procedure: 5-(3-Nitro-2-methoxy-5-methyl-phenyl)-furan-2-carboxylic acid 46a (410 mg, 1.48 mmol) was dissolved in 28 mL of ethyl acetate followed by addition of 61 mg of palladium on carbon and ammonium formate (658 mg, 10.44 mmol). Upon completion of the addition, the reaction mixture was heated to reflux for 3 hours. The reaction was monitored by TLC until the disappearance of the starting materials. The mixture was filtered to remove palladium on carbon. The filtrate was concentrated under reduced press... The reactants are C1(CC1)C1=NOC(=N1)CN1C(C=2C(C1=O)=CC=CC2)=O (N-[(3-Cyclopropyl-1,2,4-oxadiazol-5-yl)methyl]phthalimide), CNN (N-methylhydrazine). The solvent is ClCCCl (1,2-dichloroethane). Product: NCN1C(=NOC1)C1CC1 (4-(Aminomethyl)-3-cyclopropyl-1,2,4-oxadiazole). As a reaction SMILES: [CH:1]1([C:4]2[N:8]=[C:7](CN3C(=O)C4=CC=CC=C4C3=O)[O:6][N:5]=2)[CH2:3][CH2:2]1.[CH3:21][NH:22]N>ClCCCl>[NH2:22][CH2:21][N:8]1[CH2:7][O:6][N:5]=[C:4]1[CH:1]1[CH2:2][CH2:3]1. Procedure: N-[(3-Cyclopropyl-1,2,4-oxadiazol-5-yl)methyl]phthalimide (104 g, 387 mmol) was dissolved in 1,2-dichloroethane (500 mL), N-methylhydrazine (22.4 mL, 426 mmol) was added and the solution was refluxed for 5 h. The suspension was cooled in ice, the precipitate (2-methyl-2,3-dihydro-phthalazine-1,4-dione) was filtered off and washed with 1,2-dichloroethane (100 mL). The filtrate was evaporated and the residue distilled at 70° C./0.4 mbar (bath-T 100-150° C). Yield: 39.3 g (73%). m/z 139 (M). The reactants are C(C1=CC=CC=C1)OC1=C2CCCC(C2=C(C=C1)C)C(=O)NC=1C=NC(=CC1)C(C)C (5-benzyloxy-N-(6-isopropylpyridin-3-yl)-8-methyl-1,2,3,4-tetrahydronaphthalene-1-carboxamide), C(C)(C)(C)OC(=O)N1N=CC(=C1)CO (1-(tert-butyloxycarbonyl)-4-(hydroxymethyl)pyrazole). Yields the product C(C1=CC=CC=C1)OC1=C2CCCC(C2=C(C=C1)C)C(=O)N(CC=1C=NNC1)C=1C=NC(=CC1)C(C)C (5-benzyloxy-N-(6-isopropylpyridin-3-yl)-8-methyl-N-[(pyrazol-4-yl)methyl]-1,2,3,4-tetrahydronaphthalene-1-carboxamide). Isolated yield 58.4%. RXN SMILES: [CH2:1]([O:8][C:9]1[CH:18]=[CH:17][C:16]([CH3:19])=[C:15]2[C:10]=1[CH2:11][CH2:12][CH2:13][CH:14]2[C:20]([NH:22][C:23]1[CH:24]=[N:25][C:26]([CH:29]([CH3:31])[CH3:30])=[CH:27][CH:28]=1)=[O:21])[C:2]1[CH:7]=[CH:6][CH:5]=[CH:4][CH:3]=1.C(OC([N:39]1[CH:43]=[C:42]([CH2:44]O)[CH:41]=[N:40]1)=O)(C)(C)C>>[CH2:1]([O:8][C:9]1[CH:18]=[CH:17][C:16]([CH3:19])=[C:15]2[C:10]=1[CH2:11][CH2:12][CH2:13][CH:14]2[C:20]([N:22]([C:23]1[CH:24]=[N:25][C:26]([CH:29]([CH3:31])[CH3:30])=[CH:27][CH:28]=1)[CH2:44][C:42]1[CH:43]=[N:39][NH:40][CH:41]=1)=[O:21])[C:2]1[CH:3]=[CH:4][CH:5]=[CH:6][CH:7]=1. Procedure: By the reaction and treatment in the same manner as in Example 82 using 5-benzyloxy-N-(6-isopropylpyridin-3-yl)-8-methyl-1,2,3,4-tetrahydronaphthalene-1-carboxamide (1.75 g) and 1-(tert-butyloxycarbonyl)-4-(hydroxymethyl)pyrazole (0.84 g) as starting materials, 5-benzyloxy-N-(6-isopropylpyridin-3-yl)-8-methyl-N-[(pyrazol-4-yl)methyl]-1,2,3,4-tetrahydronaphthalene-1-carboxamide (1.22 g) was obtained. Reactants: CC(=O)OC=1C=CC=CC1C(=O)O (aspirin), N1=CC=C(C=C1)C1=CC=NC=C1 (4,4′-bipyridine), CCOCC (ether). Solvent: CCCCCC (hexane). Run at time 1 hour. Yields the product CC(=O)OC=1C=CC=CC1C(=O)O.N1=CC=C(C=C1)C1=CC=NC=C1 (aspirin 4,4′-bipyridine). RXN SMILES: [CH3:1][C:2]([O:4][C:5]1[CH:6]=[CH:7][CH:8]=[CH:9][C:10]=1[C:11]([OH:13])=[O:12])=[O:3].[N:14]1[CH:19]=[CH:18][C:17]([C:20]2[CH:25]=[CH:24][N:23]=[CH:22][CH:21]=2)=[CH:16][CH:15]=1.CCOCC>CCCCCC>[CH3:1][C:2]([O:4][C:5]1[CH:6]=[CH:7][CH:8]=[CH:9][C:10]=1[C:11]([OH:13])=[O:12])=[O:3].[N:14]1[CH:19]=[CH:18][C:17]([C:20]2[CH:25]=[CH:24][N:23]=[CH:22][CH:21]=2)=[CH:16][CH:15]=1 |f:4.5|. Procedure details: 50 mg (0.2775 mmol) aspirin and 22 mg (0.1388 mmol) 4,4′-bipyridine were dissolved in 4 mL hexane. 8 mL ether was added to the solution and allowed to stand for one hour, yielding colorless needles of a 2:1 aspirin/4,4′-bipyridine co-crystal, as shown in FIG. 46A-D. Alternatively, aspirin/4,4′-bipyridine (2:1 stoichiometry) can be made by grinding the solid ingredients in a pestle and mortar. The reactants are NC1=C(C(=O)N(C)CCOC)C=CC=C1 (2-Amino-N-(2-methoxyethyl)-N-methylbenzamide), COCCNC (N-(2-methoxyethyl)methylamine), C1=2C(=O)OC(NC1=CC=CC2)=O (isatoic anhydride). The product is N1C(=NCC1)CNC1=C(C(=O)N(C)CCOC)C=CC=C1 (2-[(4,5-dihydro-1H-imidazol-2-ylmethyl)amino]-N-(2-methoxyethyl)-N-methylbenzamide). As a reaction SMILES: [NH2:1][C:2]1[CH:15]=[CH:14][CH:13]=[CH:12][C:3]=1[C:4]([N:6]([CH2:8][CH2:9][O:10][CH3:11])[CH3:7])=[O:5].COC[CH2:19][NH:20]C.C12[C:28](=[CH:29]C=CC=1)[NH:27][C:26](=O)OC2=O>>[NH:27]1[CH2:26][CH2:19][N:20]=[C:28]1[CH2:29][NH:1][C:2]1[CH:15]=[CH:14][CH:13]=[CH:12][C:3]=1[C:4]([N:6]([CH2:8][CH2:9][O:10][CH3:11])[CH3:7])=[O:5]. Reported procedure: 2-Amino-N-(2-methoxyethyl)-N-methylbenzamide (prepared from N-(2-methoxyethyl)methylamine and isatoic anhydride, using the methods described in Example 17) and CMI were reacted using conditions described in the general procedure for CMI coupling to give 2-[(4,5-dihydro-1H-imidazol-2-ylmethyl)amino]-N-(2-methoxyethyl)-N-methylbenzamide. Starting materials: Cc1ccc(S(=O)(=O)OCCc2cn(C)c3c(-c4noc(-c5ccc(OC(C)C)c(Cl)c5)n4)cccc23)cc1, [H-], [Na+], CN(C)C=O, CCOC(=O)CO. Product: CCOC(=O)COCCc1cn(C)c2c(-c3noc(-c4ccc(OC(C)C)c(Cl)c4)n3)cccc12. RXN SMILES: [CH3:10][c:11]1[cH:12][cH:13][c:14]([S:15]([O:16][CH2:21][CH2:22][c:23]2[cH:24][n:25]([CH3:48])[c:26]3[c:27](-[c:32]4[n:33][o:34][c:35](-[c:37]5[cH:38][c:39]([Cl:47])[c:40]([O:43][CH:44]([CH3:45])[CH3:46])[cH:41][cH:42]5)[n:36]4)[cH:28][cH:29][cH:30][c:31]23)(=[O:17])=[O:18])[cH:19][cH:20]1.[H-:9].[Na+:8].[O:49]=[CH:50][N:51]([CH3:52])[CH3:53].[OH:1][CH2:2][C:3](=[O:4])[O:5][CH2:6][CH3:7]>>[O:1]([CH2:2][C:3](=[O:4])[O:5][CH2:6][CH3:7])[CH2:21][CH2:22][c:23]1[cH:24][n:25]([CH3:48])[c:26]2[c:27](-[c:32]3[n:33][o:34][c:35](-[c:37]4[cH:38][c:39]([Cl:47])[c:40]([O:43][CH:44]([CH3:45])[CH3:46])[cH:41][cH:42]4)[n:36]3)[cH:28][cH:29][cH:30][c:31]12. Starting materials: COC(CC1OC(OC(C1)C=CC1=CC=CC=C1)(C)C)=O (2,2-dimethyl-6-(2-phenylethenyl)-1,3-dioxane-4-acetic acid methyl ester). Solvent: [OH-].[Na+] (NaOH), CO (methanol). Product: CC1(O[C@@H](C[C@@H](O1)CC(=O)O)C=CC1=CC=CC=C1)C (Cis-2,2-dimethyl-6-(2-phenylethenyl)-1,3-dioxane-4-acetic acid). Yield: 89.0%. As a reaction SMILES: C[O:2][C:3](=[O:21])[CH2:4][CH:5]1[CH2:10][CH:9]([CH:11]=[CH:12][C:13]2[CH:18]=[CH:17][CH:16]=[CH:15][CH:14]=2)[O:8][C:7]([CH3:20])([CH3:19])[O:6]1>[OH-].[Na+].CO>[CH3:19][C:7]1([CH3:20])[O:6][C@@H:5]([CH2:4][C:3]([OH:21])=[O:2])[CH2:10][C@@H:9]([CH:11]=[CH:12][C:13]2[CH:14]=[CH:15][CH:16]=[CH:17][CH:18]=2)[O:8]1 |f:1.2|. Procedure details: A solution of 2,2-dimethyl-6-(2-phenylethenyl)-1,3-dioxane-4-acetic acid methyl ester (8.5 g, 29.3, mmol) in 1N NaOH (32 mL) and methanol (64 mL) was heated to reflux for 45 minutes. After evaporation under reduced pressure, the aqueous solution was washed once with diethyl ether and acidified with 1N HCl (33 mL). The precipitate was collected and recrystallized from ethyl acetate/isopropyl ether to afford 7.2 g (90%) of the title compound as a colorless solid; m.p.=153°-155° C.